The task is: describe an organic reaction: reactants, conditions, products, and yield. This data is from the Open Reaction Database (ORD), a public repository of structured organic reaction records. The reactants are CC(=O)O, OCC1CCCCC1, Clc1ncnc2nc[nH]c12, [Na]. Yields the product c1nc(OCC2CCCCC2)c2[nH]cnc2n1. Reaction SMILES: [CH3:20][C:21](=[O:22])[OH:23].[CH:2]1([CH2:8][OH:9])[CH2:3][CH2:4][CH2:5][CH2:6][CH2:7]1.[Cl:10][c:11]1[c:12]2[nH:13][cH:14][n:15][c:16]2[n:17][cH:18][n:19]1.[Na:1]>>[CH:2]1([CH2:8][O:9][c:11]2[c:12]3[nH:13][cH:14][n:15][c:16]3[n:17][cH:18][n:19]2)[CH2:3][CH2:4][CH2:5][CH2:6][CH2:7]1. Reactants: ClC1=CC2=C(N(C(N2C(C(N2CCN(CC2)C2CCNCC2)=O)C2=CC=CC=C2)=O)S(=O)(=O)C2=CC=C(C=C2)OC)C=C1 (5-Chloro-1-(4-methoxybenzenesulfonyl)-3-[2-oxo-1-phenyl-2-(4-piperidin-4-ylpiperazin-1-yl)ethyl]-1,3-dihydrobenzimidazol-2-one), C(CC)=O (propionaldehyde), C(C)(=O)O[BH-](OC(C)=O)OC(C)=O (triacetoxyborohydride). The solvent is C1CCOC1 (THF). Run at time 8 hour. The product is ClC1=CC2=C(N(C(N2C(C(N2CCN(CC2)C2CCN(CC2)CCC)=O)C2=CC=CC=C2)=O)S(=O)(=O)C2=CC=C(C=C2)OC)C=C1 (5-Chloro-1-(4-methoxybenzenesulfonyl)-3-{2-oxo-1-phenyl-2-[4-(1-propylpiperidin-4-yl)piperazin-1-yl]ethyl}-1,3-dihydrobenzimidazol-2-one). Reaction SMILES: [Cl:1][C:2]1[CH:43]=[CH:42][C:5]2[N:6]([S:31]([C:34]3[CH:39]=[CH:38][C:37]([O:40][CH3:41])=[CH:36][CH:35]=3)(=[O:33])=[O:32])[C:7](=[O:30])[N:8]([CH:9]([C:24]3[CH:29]=[CH:28][CH:27]=[CH:26][CH:25]=3)[C:10](=[O:23])[N:11]3[CH2:16][CH2:15][N:14]([CH:17]4[CH2:22][CH2:21][NH:20][CH2:19][CH2:18]4)[CH2:13][CH2:12]3)[C:4]=2[CH:3]=1.[CH:44](=O)[CH2:45][CH3:46].C(O[BH-](OC(=O)C)OC(=O)C)(=O)C>C1COCC1>[Cl:1][C:2]1[CH:43]=[CH:42][C:5]2[N:6]([S:31]([C:34]3[CH:35]=[CH:36][C:37]([O:40][CH3:41])=[CH:38][CH:39]=3)(=[O:33])=[O:32])[C:7](=[O:30])[N:8]([CH:9]([C:24]3[CH:25]=[CH:26][CH:27]=[CH:28][CH:29]=3)[C:10](=[O:23])[N:11]3[CH2:12][CH2:13][N:14]([CH:17]4[CH2:18][CH2:19][N:20]([CH2:44][CH2:45][CH3:46])[CH2:21][CH2:22]4)[CH2:15][CH2:16]3)[C:4]=2[CH:3]=1. Procedure details: A solution of 52 mg (0.08 mmol) of 5-chloro-1-(4-methoxybenzenesulfonyl)-3-[2-oxo-1-phenyl-2-(4-piperidin-4-ylpiperazin-1-yl)-ethyl]-1,3-dihydrobenzimidazol-2-one (Example 128) in 3 ml of THF was mixed with 5.32 mg (0.09 mmol) of propionaldehyde and 70 mg of MP-triacetoxyborohydride resin (Argonaut, 2.55 mmol/g, 0.17 mmol) and shaken at room temperature overnight. The solid phase reagent was filtered off and washed with dichloromethane. The filtrate was concentrated under reduced pressure. The r... The reactants are CCCCc1ncc(C=O)n1Cc1ccc(C(=O)OC)cc1, CO, [Na+], [OH-]. Product: CCCCc1ncc(C=O)n1Cc1ccc(C(=O)O)cc1. RXN SMILES: [CH2:1]([CH2:2][CH2:3][CH3:4])[c:5]1[n:6]([CH2:12][c:13]2[cH:14][cH:15][c:16]([C:19](=[O:20])[O:21][CH3:22])[cH:17][cH:18]2)[c:7]([CH:10]=[O:11])[cH:8][n:9]1.[CH3:25][OH:26].[Na+:24].[OH-:23]>>[CH2:1]([CH2:2][CH2:3][CH3:4])[c:5]1[n:6]([CH2:12][c:13]2[cH:14][cH:15][c:16]([C:19](=[O:20])[OH:21])[cH:17][cH:18]2)[c:7]([CH:10]=[O:11])[cH:8][n:9]1. Starting materials: OC1=C(C(=O)OC)C=C(C(=C1)C)C(F)(F)F (Methyl 2-hydroxy-4-methyl-5-(trifluoromethyl)benzoate), C(C)(=O)OC(C)=O (acetic anhydride). Solvent: N1=CC=CC=C1 (pyridine). Conditions: time 2 hour. The product is C(C)(=O)OC1=C(C(=O)OC)C=C(C(=C1)C)C(F)(F)F (Methyl 2-(acetyloxy)-4-methyl-5-(trifluoromethyl)benzoate). Reaction SMILES: [OH:1][C:2]1[CH:11]=[C:10]([CH3:12])[C:9]([C:13]([F:16])([F:15])[F:14])=[CH:8][C:3]=1[C:4]([O:6][CH3:7])=[O:5].[C:17](OC(=O)C)(=[O:19])[CH3:18]>N1C=CC=CC=1>[C:17]([O:1][C:2]1[CH:11]=[C:10]([CH3:12])[C:9]([C:13]([F:14])([F:15])[F:16])=[CH:8][C:3]=1[C:4]([O:6][CH3:7])=[O:5])(=[O:19])[CH3:18]. Procedure details: Methyl 2-hydroxy-4-methyl-5-(trifluoromethyl)benzoate (may be prepared as described in Description 45; 1.37 g, 5.85 mmol) was dissolved in pyridine (70 ml) and acetic anhydride (1.34 ml, 14.18 mmol) was added. The solution was stirred for 2 hours then the solvent was removed in vacuo to give oil. The oil was purified by column chromatography (SiO2, 3:1 cyclohexane/ethyl acetate) to yield the title compound as a gum. 1.53 g. Isolated yield 95.9%. Starting materials: BrC=1C(=NC=C(C1)[N+](=O)[O-])O (3-Bromo-2-hydroxy-5-nitropyridine), CN(C)C=O (N,N′-dimethylformamide), P(=O)(Cl)(Cl)Cl (phosphorous oxychloride). Solvent: C(Cl)(Cl)Cl (chloroform). RXN SMILES: [Br:1][C:2]1[C:3](O)=[N:4][CH:5]=[C:6]([N+:8]([O-:10])=[O:9])[CH:7]=1.CN(C=O)C.P(Cl)(Cl)([Cl:19])=O>C(Cl)(Cl)Cl>[Br:1][C:2]1[C:3]([Cl:19])=[N:4][CH:5]=[C:6]([N+:8]([O-:10])=[O:9])[CH:7]=1. Procedure details: 3-Bromo-2-hydroxy-5-nitropyridine (8.5 g, 39 mmol) and N,N′-dimethylformamide (0.5 ml) in chloroform (75 ml) were treated dropwise with phosphorous oxychloride (7.3 ml, 80.2 mmol) and heated at reflux for 24 hrs. The mixture was then cooled and concentrated, before being partitioned between ethyl acetate (80 ml) and sodium hydrogen carbonate solution (50 ml). The organic phase was washed with brine (100 ml), dried Na2SO4) and concentrated to give the product as a yellow solid (8.88 g). Product: BrC=1C(=NC=C(C1)[N+](=O)[O-])Cl (3-Bromo-2-chloro-5-nitropyridine). The reactants are N1C(C2(C3=CC=CC=C13)COC1=CC3=C(OCCO3)C=C12)=O (2,3-dihydrospiro[furo[2,3-g][1,4]benzodioxine-8,3′-indol]-2′(1′H)-one), BrCCCCC (1-bromopentane), N1C([C@]2(C3=CC=CC=C13)COC1=CC3=C(OCCO3)C=C12)=O ((S)-2,3-dihydrospiro[furo[2,3-g][1,4]benzodioxine-8,3′-indol]-2′(1′H)-one), ClCC=1C=C(C=CC1)S(=O)(=O)N1CCOCC1 (4-(3-(chloromethyl)phenylsulfonyl)morpholine). Yields the product N1(CCOCC1)S(=O)(=O)C=1C=C(CN2CC3(C4=CC=CC=C24)COC2=CC4=C(OC(CO4)=O)C=C23)C=CC1 (1′-[3-(morpholin-4-ylsulfonyl)benzyl]-2,3-dihydrospiro[furo[2,3-g][1,4]benzodioxine-8,3′-indol]-2(1′H)-one). RXN SMILES: [NH:1]1[C:9]2[C:4](=[CH:5][CH:6]=[CH:7][CH:8]=2)[C:3]2([C:21]3[C:12](=[CH:13][C:14]4[O:19][CH2:18][CH2:17][O:16][C:15]=4[CH:20]=3)[O:11][CH2:10]2)[C:2]1=O.N1C2C(=CC=CC=2)[C@@]2(C3C(=CC4OCCOC=4C=3)[O:33]C2)C1=O.Cl[CH2:46][C:47]1[CH:48]=[C:49]([S:53]([N:56]2[CH2:61][CH2:60][O:59][CH2:58][CH2:57]2)(=[O:55])=[O:54])[CH:50]=[CH:51][CH:52]=1.BrCCCCC>>[N:56]1([S:53]([C:49]2[CH:48]=[C:47]([CH:52]=[CH:51][CH:50]=2)[CH2:46][N:1]2[C:9]3[C:4](=[CH:5][CH:6]=[CH:7][CH:8]=3)[C:3]3([C:21]4[C:12](=[CH:13][C:14]5[O:19][CH2:18][C:17](=[O:33])[O:16][C:15]=5[CH:20]=4)[O:11][CH2:10]3)[CH2:2]2)(=[O:55])=[O:54])[CH2:61][CH2:60][O:59][CH2:58][CH2:57]1. Procedure details: Following the procedure as described in EXAMPLE 7.3 and making non-critical variations using 2,3-dihydrospiro[furo[2,3-g][1,4]benzodioxine-8,3′-indol]-2′(1′H)-one to replace (S)-2,3-dihydrospiro[furo[2,3-g][1,4]benzodioxine-8,3′-indol]-2′(1′H)-one, and 4-(3-(chloromethyl)phenylsulfonyl)morpholine to replace 1-bromopentane, 1′-[3-(morpholin-4-ylsulfonyl)benzyl]-2,3-dihydrospiro[furo[2,3-g][1,4]benzodioxine-8,3′-indol]-2(1′H)-one was obtained (40%) as a colorless solid: 1H NMR (300 MHz, DMSO-d6) δ...